This data is from the Open Reaction Database (ORD), a public repository of structured organic reaction records. The task is: describe an organic reaction: reactants, conditions, products, and yield The reactants are FC1=CC=C(C=C1)N(C(=S)N)C (1-(4-fluorophenyl)-1-methylthiourea), ClCC=O (chloroacetaldehyde). Solvent: CCO (EtOH). Product: FC1=CC=C(C=C1)N(C=1SC=CN1)C (N-(4-Fluorophenyl)-N-methylthiazol-2-amine). As a reaction SMILES: [F:1][C:2]1[CH:7]=[CH:6][C:5]([N:8]([CH3:12])[C:9]([NH2:11])=[S:10])=[CH:4][CH:3]=1.Cl[CH2:14][CH:15]=O>CCO>[F:1][C:2]1[CH:3]=[CH:4][C:5]([N:8]([CH3:12])[C:9]2[S:10][CH:14]=[CH:15][N:11]=2)=[CH:6][CH:7]=1. Reported procedure: A solution of 2.0 g (11 mmol) of 1-(4-fluorophenyl)-1-methylthiourea in 20 mL of EtOH was treated with 4.1 mL (33 mmol) of a 50% (w/v) aqueous solution of chloroacetaldehyde and heated at reflux for 18 h. The solvent was removed in vacuo and the residue purified by flash chromatography eluting with a linear gradient of 10% EtOAc in hexane to 100% EtOAc to deliver the title compound. MS (M+H)+ 209. The reactants are N1(C=NC=C1)C[C@H](C1=CC=CC=C1)OC1=C(C=2CCCC(C2C=C1)=O)CSC1=C(C(=O)O)C=CC=C1 (2-{[(2-{[(1S)-2-(1H-imidazol-1-yl)-1-phenylethyl]oxy}-5-oxo-5,6,7,8-tetrahydro-1-naphthalenyl)methyl]sulfanyl}benzoic acid), CN(CCN)C (2-dimethylaminoethylamine). Product: CN(CCNC(C1=C(C=CC=C1)SCC1=C(C=CC=2C(CCCC12)=O)O[C@H](CN1C=NC=C1)C1=CC=CC=C1)=O)C (N-[2-(Dimethylamino)ethyl]-2-{[(2-{[(1S)-2-(1H-imidazol-1-yl)-1-phenylethyl]oxy}-5-oxo-5,6,7,8-tetrahydro-1-naphthalenyl)methyl]sulfanyl}benzamide). Yield: 47.5%. RXN SMILES: [N:1]1([CH2:6][C@@H:7]([O:14][C:15]2[CH:24]=[CH:23][C:22]3[C:21](=[O:25])[CH2:20][CH2:19][CH2:18][C:17]=3[C:16]=2[CH2:26][S:27][C:28]2[CH:36]=[CH:35][CH:34]=[CH:33][C:29]=2[C:30]([OH:32])=O)[C:8]2[CH:13]=[CH:12][CH:11]=[CH:10][CH:9]=2)[CH:5]=[CH:4][N:3]=[CH:2]1.[CH3:37][N:38]([CH3:42])[CH2:39][CH2:40][NH2:41]>>[CH3:37][N:38]([CH3:42])[CH2:39][CH2:40][NH:41][C:30](=[O:32])[C:29]1[CH:33]=[CH:34][CH:35]=[CH:36][C:28]=1[S:27][CH2:26][C:16]1[C:17]2[CH2:18][CH2:19][CH2:20][C:21](=[O:25])[C:22]=2[CH:23]=[CH:24][C:15]=1[O:14][C@@H:7]([C:8]1[CH:9]=[CH:10][CH:11]=[CH:12][CH:13]=1)[CH2:6][N:1]1[CH:5]=[CH:4][N:3]=[CH:2]1. Procedure details: Using the method in Example 172, 2-{[(2-{[(1S)-2-(1H-imidazol-1-yl)-1-phenylethyl]oxy}-5-oxo-5,6,7,8-tetrahydro-1-naphthalenyl)methyl]sulfanyl}benzoic acid (50 mg, 0.10 mmol, 0.20M in DMF) and 2-dimethylaminoethylamine (27 mg, 0.30 mmol, 0.60M in DMF) were combined to give 27 mg of the desired compound: Low resolution mass spectrum (LC-MS, APCI) m/z 569 [M+H]+. The reactants are COC(=O)c1nc2n(c(=O)c1OCc1ccccc1)CCCC2, CO. Product: COC(=O)c1nc2n(c(=O)c1O)CCCC2. Reaction SMILES: [CH2:1]([c:2]1[cH:3][cH:4][cH:5][cH:6][cH:7]1)[O:8][c:9]1[c:10]([C:20](=[O:21])[O:22][CH3:23])[n:11][c:12]2[n:13]([c:14]1=[O:15])[CH2:16][CH2:17][CH2:18][CH2:19]2.[CH3:24][OH:25]>>[OH:8][c:9]1[c:10]([C:20](=[O:21])[O:22][CH3:23])[n:11][c:12]2[n:13]([c:14]1=[O:15])[CH2:16][CH2:17][CH2:18][CH2:19]2. The reactants are C(C)(C)(C)OC(=O)N[C@@H](C(=O)O)C1(CCCCC1)C ((R)-2-(tert-butoxycarbonylamino)-2-(1-methylcyclohexyl)acetic acid), C(Cl)Cl (CH2Cl2), C(C1=CC=CC=C1)O (benzyl alcohol), C(CCl)Cl (EDC). Reagents/catalysts: CN(C1=CC=NC=C1)C (4-dimethylaminopyridine). The solvent is CCOCC (Et2O). Conditions: time 3 hour. The product is C(C)(C)(C)OC(=O)N[C@@H](C(=O)OCC1=CC=CC=C1)C1(CCCCC1)C ((R)-benzyl 2-(tert-butoxycarbonylamino)-2-(1-methylcyclohexyl)acetate). As a reaction SMILES: [C:1]([O:5][C:6]([NH:8][C@H:9]([C:13]1([CH3:19])[CH2:18][CH2:17][CH2:16][CH2:15][CH2:14]1)[C:10]([OH:12])=[O:11])=[O:7])([CH3:4])([CH3:3])[CH3:2].C(Cl)Cl.[CH2:23](O)[C:24]1[CH:29]=[CH:28][CH:27]=[CH:26][CH:25]=1.C(Cl)CCl>CN(C)C1C=CN=CC=1.CCOCC>[C:1]([O:5][C:6]([NH:8][C@H:9]([C:13]1([CH3:19])[CH2:18][CH2:17][CH2:16][CH2:15][CH2:14]1)[C:10]([O:12][CH2:23][C:24]1[CH:29]=[CH:28][CH:27]=[CH:26][CH:25]=1)=[O:11])=[O:7])([CH3:4])([CH3:2])[CH3:3]. Reported procedure: A 2-dram vial containing a small stirbar was charged with (R)-2-(tert-butoxycarbonylamino)-2-(1-methylcyclohexyl)acetic acid (10d) (11 mg, 0.04 mmol), CH2Cl2 (1 mL), 4-dimethylaminopyridine (2 mg, 0.02 mmol, 0.5 equiv), benzyl alcohol (20 μL, 0.2 mmol, 5 equiv), and EDC (20 mg, 0.1 mmol, 2.5 equiv). The solution was stirred at room temperature for 3 h, and then diluted with 10 mL Et2O. The mixture was washed with water (2×10 mL), saturated aqueous NaHCO3 (10 mL), and brine (10 mL). The organic l...